This data is from the Open Reaction Database (ORD), a public repository of structured organic reaction records. The task is: describe an organic reaction: reactants, conditions, products, and yield Starting materials: C(C=C)CN (N-allylmethylamine), NC[C@H]1N(CCC1)CC ((S)-(−)-2-aminomethyl-1-ethylpyrrolidine), ( 3 ). Yields the product CN(CCNC)CC=C (N,N′-dimethyl-N-(prop-2-en-1-yl)ethane-1,2-diamine). RXN SMILES: [CH2:1](CN)C=C.[NH2:6][CH2:7][C@@H:8]1[CH2:12][CH2:11][CH2:10][N:9]1[CH2:13]C>>[CH3:13][N:9]([CH2:10][CH:11]=[CH2:12])[CH2:8][CH2:7][NH:6][CH3:1]. Procedure: By using N-allylmethylamine (821.5 mg) as a starting material, the title compound (246 mg) was obtained in the same manners as those of Reference Example 1, (1) and Reference Example 19, (3). Starting materials: C(C)OC(=O)C=1C=C(C=C(C1)C1=CC=C(C=C1)C)C(=O)O (5-(ethoxycarbonyl)-4′-methylbiphenyl-3-carboxylic acid), Cl.CN(CCCN=C=NCC)C (N-(3-dimethylaminopropyl)-N′-ethylcarbodiimide hydrochloride), O.ON1N=NC2=C1C=CC=C2 (1-hydroxybenzotriazole hydrate), Cl.OC1CNC1 (3-hydroxyazetidine hydrochloride), C(C)(C)N(C(C)C)CC (N,N-diisopropylethylamine). Solvent: C(Cl)Cl (CH2Cl2). Run at time 5 hour. Yields the product OC1CN(C1)C(=O)C=1C=C(C=C(C1)C1=CC=C(C=C1)C)C(=O)OCC (Ethyl 5-(3-hydroxyazetidine-1-carbonyl)-4′-methylbiphenyl-3-carboxylate). As a reaction SMILES: [CH2:1]([O:3][C:4]([C:6]1[CH:7]=[C:8]([C:19](O)=[O:20])[CH:9]=[C:10]([C:12]2[CH:17]=[CH:16][C:15]([CH3:18])=[CH:14][CH:13]=2)[CH:11]=1)=[O:5])[CH3:2].Cl.CN(C)CCCN=C=NCC.O.ON1C2C=CC=CC=2N=N1.Cl.[OH:46][CH:47]1[CH2:50][NH:49][CH2:48]1.C(N(CC)C(C)C)(C)C>C(Cl)Cl>[OH:46][CH:47]1[CH2:50][N:49]([C:19]([C:8]2[CH:7]=[C:6]([C:4]([O:3][CH2:1][CH3:2])=[O:5])[CH:11]=[C:10]([C:12]3[CH:17]=[CH:16][C:15]([CH3:18])=[CH:14][CH:13]=3)[CH:9]=2)=[O:20])[CH2:48]1 |f:1.2,3.4,5.6|. Procedure details: To a mixture of 5-(ethoxycarbonyl)-4′-methylbiphenyl-3-carboxylic acid (2.0 g, 7.0 mmol), N-(3-dimethylaminopropyl)-N′-ethylcarbodiimide hydrochloride (2.7 g, 14 mmol), 1-hydroxybenzotriazole hydrate (1.1 g, 7.0 mmol), and CH2Cl2 (50 mL) were added 3-hydroxyazetidine hydrochloride (1.2 g, 10 mmol) and N,N-diisopropylethylamine (3.7 mL, 21 mmol). The mixture was stirred at room temperature for 5 h, and then washed with brine and aq. Na2CO3 solution, dried (Na2SO4), and concentrated in vacuo. The ... The reactants are C(C)N(CC#CC(CCCCC)OC(C)=O)CC (1-diethylamino-4-acetoxy-2-nonyne), N#CBr (cyanogen bromide). The solvent is CCOCC (ether). Conditions: time 18 hour. The product is BrCC#CC(CCCCC)OC(C)=O (1-Bromo-4-acetoxy-2-nonyne). As a reaction SMILES: C(N(CC)[CH2:4][C:5]#[C:6][CH:7]([O:13][C:14](=[O:16])[CH3:15])[CH2:8][CH2:9][CH2:10][CH2:11][CH3:12])C.N#C[Br:21]>CCOCC>[Br:21][CH2:4][C:5]#[C:6][CH:7]([O:13][C:14](=[O:16])[CH3:15])[CH2:8][CH2:9][CH2:10][CH2:11][CH3:12]. Reported procedure: A solution of 1-diethylamino-4-acetoxy-2-nonyne (50.6 g., 0.20 mole) and cyanogen bromide (21.2 g., 0.20 mole) in ether (250 ml.) is allowed to stand at 25°-27° for 18 hours. The ether solution is washed with 5% hydrochloric acid solution, water, and brine and dried over sodium sulfate. The ether is evaporated and the residual oil distilled. After a forerun of diethylcyanamide, there is collected 34.1 g. (65%) of 1-bromo-4-acetoxy-2-nonyne, b.p. 97°-105°/0.2 mm. The reactants are C1(=CC=CC=C1)NN=C(C#N)C#N (2-(phenylhydrazono)malononitrile), NC1=CC=CC=C1 (aniline), C(CC#N)#N (malononitrile), Cl.BrC1=CC=C(C=C1)NN (4-bromophenylhydrazine hydrochloride), [OH-].[Na+] (sodium hydroxide). The product is BrC1=CC=C(C=C1)N1N=C(C(=C1N)N=NC1=CC=CC=C1)N (1-(4-bromophenyl)-4-phenylazo-1H-pyrazole-3,5-diamine), compound. Yield: 27.0%. As a reaction SMILES: [C:1]1([NH:7][N:8]=[C:9]([C:12]#[N:13])[C:10]#[N:11])[CH:6]=[CH:5][CH:4]=[CH:3][CH:2]=1.NC1C=CC=CC=1.C(#N)CC#N.Cl.[Br:27][C:28]1[CH:33]=[CH:32][C:31]([NH:34][NH2:35])=[CH:30][CH:29]=1.[OH-].[Na+]>>[Br:27][C:28]1[CH:33]=[CH:32][C:31]([N:34]2[C:10]([NH2:11])=[C:9]([N:8]=[N:7][C:1]3[CH:6]=[CH:5][CH:4]=[CH:3][CH:2]=3)[C:12]([NH2:13])=[N:35]2)=[CH:30][CH:29]=1 |f:3.4,5.6|. Reported procedure: 1-(4-bromophenyl)-4-phenylazo-1H-pyrazole-3,5-diamine was prepared using 85 mg (0.5 mmol) of 2-(phenylhydrazono)malononitrile, which was derived from aniline (10 mL, 107 mmol) and malononitrile (161 mmol), and 4-bromophenylhydrazine hydrochloride (112 mg, 0.5 mmol) with the addition of 0.5 mL of 5% sodium hydroxide solution. Solids had not formed after heating the reaction at 75° C. for 3 hrs, however, analysis of the reaction solution by TLC indicated that no starting material remained. The sol... Starting materials: C1CCOC1, CO, COC(=O)CC1CCC(OC)(OC)C1. Product: COC1(OC)CCC(CCO)C1. As a reaction SMILES: [CH2:17]1[O:18][CH2:19][CH2:20][CH2:21]1.[CH3:15][OH:16].[CH3:1][O:2][C:3]1([O:13][CH3:14])[CH2:4][CH:5]([CH2:8][C:9](=[O:10])[O:11][CH3:12])[CH2:6][CH2:7]1>>[CH3:1][O:2][C:3]1([O:13][CH3:14])[CH2:4][CH:5]([CH2:8][CH2:9][OH:10])[CH2:6][CH2:7]1.